This data is from the Open Reaction Database (ORD), a public repository of structured organic reaction records. The task is: describe an organic reaction: reactants, conditions, products, and yield Starting materials: Cl.N1N=NC2=C1C=CC=C2 (benzotriazole HCl salt), N#CN (cyanamide). Run in CCOCC (ether). Reaction conditions: temperature 80 celsius. The product is Cl.N1(N=NC2=C1C=CC=C2)C(N)=N (1H-benzo[d][1,2,3]triazole-1-carboximidamide HCl salt). Isolated yield 71.2%. RXN SMILES: [ClH:1].[NH:2]1[C:6]2[CH:7]=[CH:8][CH:9]=[CH:10][C:5]=2[N:4]=[N:3]1.[N:11]#[C:12][NH2:13]>CCOCC>[ClH:1].[N:2]1([C:12](=[NH:11])[NH2:13])[C:6]2[CH:7]=[CH:8][CH:9]=[CH:10][C:5]=2[N:4]=[N:3]1 |f:0.1,4.5|. Procedure: To a 5 mL CEM microwave reaction vessel, was charged benzotriazole HCl salt (0.5 g, 3.2 mmol) and cyanamide (0.16 g, 3.9 mmol). The vessel was sealed and heated at 80° C. for 1 minute under microwave irradiation (CEM Discovery™). After this time, TLC analysis showed no starting material remaining so the mixture was diluted with ether. The precipitate was collected by filtration and washed with ether and dried under vacuum to afford the titled product as a white solid (0.45 g, 71% yield). 1H NMR ...